This data is from the Open Reaction Database (ORD), a public repository of structured organic reaction records. The task is: describe an organic reaction: reactants, conditions, products, and yield Reactants: C1(=CC(O)=CC(CCCCC)=C1)O (olivetol), C(C)(C)(C)N (t-butyl amine), CC(C)=CCCC(C)=CC=O (citral). Solvent: C1(=CC=CC=C1)C (toluene). Product: CCCCCC=1C=C(C2=C(C1)OC(C=C2)(C)CCC=C(C)C)O (Cannabichromene). Reaction SMILES: [C:1]1([OH:13])[CH:12]=[C:6]([CH2:7][CH2:8][CH2:9][CH2:10][CH3:11])[CH:5]=[C:3]([OH:4])[CH:2]=1.C(N)(C)(C)C.[CH3:19][C:20](=[CH:22][CH2:23][CH2:24][C:25](=[CH:27][CH:28]=O)[CH3:26])[CH3:21]>C1(C)C=CC=CC=1>[CH3:11][CH2:10][CH2:9][CH2:8][CH2:7][C:6]1[CH:5]=[C:3]([OH:4])[C:2]2[CH:28]=[CH:27][C:25]([CH2:24][CH2:23][CH:22]=[C:20]([CH3:21])[CH3:19])([CH3:26])[O:13][C:1]=2[CH:12]=1. Procedure: To a three-necked round bottomed flask (100 ml capacity), fitted with a dropping funnel and a condenser was added 5 g. olivetol (27.8 mmole) and 2.03 g. (2.96 ml., 27.8 mmole) t-butyl amine in 55 ml toluene and the mixture was heated to 50°-60° C., 4.23 g. (4.76 ml., 27.8 mmole) of citral was then added dropwise. The mixture was refluxed for 9 hours, after which time it was cooled to room temperature and the solvent evaporated to give 9.3 g. of crude reaction mixture. Gas chromatographic analysi... The reactants are [BH3-]C#N, CC(=O)O, Cn1c(C=O)cc2ccccc21, CO, NC1CC1, [Na+]. The product is Cn1c(NC2CC2)cc2ccccc21. Reaction SMILES: [C:21]([BH3-:22])#[N:23].[CH3:17][C:18](=[O:19])[OH:20].[CH3:1][n:2]1[c:3]([CH:11]=[O:12])[cH:4][c:5]2[cH:6][cH:7][cH:8][cH:9][c:10]12.[CH3:25][OH:26].[CH:13]1([NH2:16])[CH2:14][CH2:15]1.[Na+:24]>>[CH3:1][n:2]1[c:3]([NH:16][CH:13]2[CH2:14][CH2:15]2)[cH:4][c:5]2[cH:6][cH:7][cH:8][cH:9][c:10]12.